Dataset: the Open Reaction Database (ORD), a public repository of structured organic reaction records. Task: describe an organic reaction: reactants, conditions, products, and yield Reaction SMILES: [N:1]1([C:8]([NH:10][C@@H:11]([CH:15]([CH3:18])[CH2:16][CH3:17])[C:12]([OH:14])=O)=[O:9])[CH2:7][CH2:6][CH2:5][CH2:4][CH2:3][CH2:2]1.[C:19]([O:23][C:24](=[O:42])[C@@H:25]([NH2:41])[CH2:26][C:27]1[CH:32]=[CH:31][C:30]([O:33][CH2:34][C:35]2[CH:40]=[CH:39][CH:38]=[CH:37][CH:36]=2)=[CH:29][CH:28]=1)([CH3:22])([CH3:21])[CH3:20]>>[C:19]([O:23][C:24](=[O:42])[C@@H:25]([NH:41][C:12](=[O:14])[C@@H:11]([NH:10][C:8]([N:1]1[CH2:2][CH2:3][CH2:4][CH2:5][CH2:6][CH2:7]1)=[O:9])[CH:15]([CH3:18])[CH2:16][CH3:17])[CH2:26][C:27]1[CH:32]=[CH:31][C:30]([O:33][CH2:34][C:35]2[CH:40]=[CH:39][CH:38]=[CH:37][CH:36]=2)=[CH:29][CH:28]=1)([CH3:22])([CH3:20])[CH3:21]. Product: C(C)(C)(C)OC([C@H](CC1=CC=C(C=C1)OCC1=CC=CC=C1)NC([C@H](C(CC)C)NC(=O)N1CCCCCC1)=O)=O ((S)-2-{(S)-2-[(Azepane-1-carbonyl)-amino]-3-methyl-pentanoylamino}-3-(4-benzyloxy-phenyl)-propionic acid tert-butyl ester). Reactants: N1(CCCCCC1)C(=O)N[C@H](C(=O)O)C(CC)C (AB), C(C)(C)(C)OC([C@H](CC1=CC=C(C=C1)OCC1=CC=CC=C1)N)=O ((S)-2-Amino-3-(4-benzyloxy-phenyl)-propionic acid tert-butyl ester). Procedure: A solution of the product from Example AB ((S)-2-[(azepane-1-carbonyl)-amino]-3-methyl-pentanoic acid) (0.50 g, 1.95 mmol) and the product from Example A ((S)-2-amino-3-(4-benzyloxy-phenyl)-propionic acid tert-butyl ester) (0.63 g, 1.95 mmol) were coupled according to the procedure described in Example AH. The crude reaction product was purified by chromatography (silica gel, 1:1 EtOAc/heptane) to give the title compound as a white foam, mp=53-57° C. RXN SMILES: [CH3:24][S:25](=[O:26])(=[O:27])[Cl:28].[CH3:36][N:37]1[CH2:38][CH2:39][CH2:40][C:41]1=[O:42].[CH:1]([CH3:2])([CH3:3])[O:4][C:5]([NH:6][c:7]1[cH:8][c:9]2[c:10]([n:11][cH:12]1)[nH:13][c:14](-[c:16]1[cH:17][c:18]([NH2:22])[cH:19][cH:20][cH:21]1)[n:15]2)=[O:23].[ClH:35].[cH:29]1[cH:30][cH:31][n:32][cH:33][cH:34]1>>[CH:1]([CH3:2])([CH3:3])[O:4][C:5]([NH:6][c:7]1[cH:8][c:9]2[c:10]([n:11][cH:12]1)[nH:13][c:14](-[c:16]1[cH:17][c:18]([NH:22][S:25]([CH3:24])(=[O:26])=[O:27])[cH:19][cH:20][cH:21]1)[n:15]2)=[O:23]. Reactants: CS(=O)(=O)Cl, CN1CCCC1=O, CC(C)OC(=O)Nc1cnc2[nH]c(-c3cccc(N)c3)nc2c1, Cl, c1ccncc1. Yields the product CC(C)OC(=O)Nc1cnc2[nH]c(-c3cccc(NS(C)(=O)=O)c3)nc2c1. Reactants: CO, COC(=O)c1ccc(C#CC(C)(C)C)cn1, [Li+], [OH-], O. The product is CC(C)(C)C#Cc1ccc(C(=O)O)nc1. RXN SMILES: [CH3:19][OH:20].[CH3:1][C:2]([C:3]#[C:4][c:5]1[cH:6][cH:7][c:8]([C:11](=[O:12])[O:13][CH3:14])[n:9][cH:10]1)([CH3:15])[CH3:16].[Li+:17].[OH-:18].[OH2:21]>>[CH3:1][C:2]([C:3]#[C:4][c:5]1[cH:6][cH:7][c:8]([C:11](=[O:12])[OH:13])[n:9][cH:10]1)([CH3:15])[CH3:16]. Starting materials: Brc1nccs1, CC(C)(C)S(=O)N=CC(CO[Si](C)(C)C(C)(C)C)O[Si](C)(C)C(C)(C)C. Product: CC(C)(C)S(=O)NC(c1nccs1)C(CO[Si](C)(C)C(C)(C)C)O[Si](C)(C)C(C)(C)C. As a reaction SMILES: [Br:1][c:2]1[s:3][cH:4][cH:5][n:6]1.[C:7]([CH3:8])([CH3:9])([CH3:10])[Si:11]([O:12][CH:13]([CH:14]=[N:15][S:16](=[O:17])[C:18]([CH3:19])([CH3:20])[CH3:21])[CH2:22][O:23][Si:24]([CH3:25])([CH3:26])[C:27]([CH3:28])([CH3:29])[CH3:30])([CH3:31])[CH3:32]>>[c:2]1([CH:14]([CH:13]([O:12][Si:11]([C:7]([CH3:8])([CH3:9])[CH3:10])([CH3:31])[CH3:32])[CH2:22][O:23][Si:24]([CH3:25])([CH3:26])[C:27]([CH3:28])([CH3:29])[CH3:30])[NH:15][S:16](=[O:17])[C:18]([CH3:19])([CH3:20])[CH3:21])[s:3][cH:4][cH:5][n:6]1. Reactants: C(C)(C)(C)OC(NCC1=C(C=C(C=C1)O)OC)=O ((4-hydroxy-2-methoxy-benzyl)-carbamic acid tert-butyl ester), BrCCO (2-bromoethanol). Run in CC(C)O (2-propanol), [OH-].[Na+] (NaOH). Reaction conditions: temperature 85 celsius, time 8 hour. Yields the product C(C)(C)(C)OC(NCC1=C(C=C(C=C1)OCCO)OC)=O ([4-(2-hydroxy-ethoxy)-2-methoxy-benzyl]-carbamic acid tert-butyl ester). Yield: 38.5%. RXN SMILES: [C:1]([O:5][C:6](=[O:18])[NH:7][CH2:8][C:9]1[CH:14]=[CH:13][C:12]([OH:15])=[CH:11][C:10]=1[O:16][CH3:17])([CH3:4])([CH3:3])[CH3:2].Br[CH2:20][CH2:21][OH:22]>CC(O)C.[OH-].[Na+]>[C:1]([O:5][C:6](=[O:18])[NH:7][CH2:8][C:9]1[CH:14]=[CH:13][C:12]([O:15][CH2:20][CH2:21][OH:22])=[CH:11][C:10]=1[O:16][CH3:17])([CH3:4])([CH3:3])[CH3:2] |f:3.4|. Procedure details: To a stirred solution of (4-hydroxy-2-methoxy-benzyl)-carbamic acid tert-butyl ester (22.8 mg, 0.09 mmol) in 2-propanol (1 mL) and 2 N aq. NaOH (0.15 mL) is added 2-bromoethanol (22.5 mg, 0.18 mmol). The reaction mixture is heated to 85° C. and stirred for 8 h. The mixture is cooled to rt and subjected to prep. HPLC purification to give [4-(2-hydroxy-ethoxy)-2-methoxy-benzyl]-carbamic acid tert-butyl ester (10.3 mg) as a colourless oil. LC-MS: tR=0.85 min, [M+1]+=298.07. Reactants: FC(C1=CC(=C(C=C1)CN)N1CCCCC1)(F)F ((4-(trifluoromethyl)-2-(piperidin-1-yl)phenyl)-methanamine), ClC(Cl)(OC(OC(Cl)(Cl)Cl)=O)Cl (triphosgene), [N-]=C=O (isocyanate), compound 1c. Solvent: CCOC(=O)C (AcOEt), CCOC(=O)C (AcOEt), CN(C)C=O (DMF). Conditions: temperature 80 celsius. Product: FC(C1=CC(=C(CNC(=O)NC2=CC=CC=3NC(OC32)=O)C=C1)N1CCCCC1)(F)F (1-(4-(trifluoromethyl)-2-(piperidin-1-yl)benzyl)-3-(2,3-dihydro-2-oxobenzo[d]oxazol-7-yl)urea). Isolated yield 14.0%. As a reaction SMILES: [F:1][C:2]([F:18])([F:17])[C:3]1[CH:8]=[CH:7][C:6]([CH2:9][NH2:10])=[C:5]([N:11]2[CH2:16][CH2:15][CH2:14][CH2:13][CH2:12]2)[CH:4]=1.ClC(Cl)(O[C:23](=[O:29])[O:24][C:25](Cl)(Cl)Cl)Cl.[N-:31]=[C:32]=[O:33]>CCOC(C)=O.CN(C=O)C>[F:18][C:2]([F:1])([F:17])[C:3]1[CH:8]=[CH:7][C:6]([CH2:9][NH:10][C:32]([NH:31][C:3]2[C:25]3[O:24][C:23](=[O:29])[NH:10][C:9]=3[CH:6]=[CH:5][CH:4]=2)=[O:33])=[C:5]([N:11]2[CH2:16][CH2:15][CH2:14][CH2:13][CH2:12]2)[CH:4]=1. Procedure: Amine 2c (1 g, 3.8 mmol) (Scheme 7) was dissolved in 20 ml of AcOEt and at 0° C. triphosgene (1.13 g, 3.8 mmol) was added to the solution. The mixture was warmed at 80° C. for 4 hours then evaporated and the residue was dissolved in 5 ml of DMF. The solution of the isocyanate was added dropwise to a solution in DMF (10 ml) of compound 1c (390 mg, 2.6 mmol) and the mixture was warmed at 80° C. for 8 hours. (TLC AcOEt1/petroleum ether 1). The solvent was evaporated and the crude was dissolved in A...